The task is: describe an organic reaction: reactants, conditions, products, and yield. This data is from the Open Reaction Database (ORD), a public repository of structured organic reaction records. The reactants are O=C([O-])O, ClCCl, [Na+], O=S(Cl)Cl, c1ccncc1, OCc1ccc(Oc2ncccn2)cc1. Yields the product ClCc1ccc(Oc2ncccn2)cc1. As a reaction SMILES: [C:26](=[O:27])([OH:28])[O-:29].[CH2:31]([Cl:32])[Cl:33].[Na+:30].[S:22]([Cl:23])([Cl:24])=[O:25].[cH:16]1[cH:17][cH:18][n:19][cH:20][cH:21]1.[n:1]1[c:2]([O:7][c:8]2[cH:9][cH:10][c:11]([CH2:14][OH:15])[cH:12][cH:13]2)[n:3][cH:4][cH:5][cH:6]1>>[n:1]1[c:2]([O:7][c:8]2[cH:9][cH:10][c:11]([CH2:14][Cl:24])[cH:12][cH:13]2)[n:3][cH:4][cH:5][cH:6]1. Reactants: FC1=CC=C(C#N)C=C1 (4-fluorobenzonitrile), OCC1CNCCC1 (3-hydroxymethylpiperidine). Product: OCC1CN(CCC1)C1=CC=C(C#N)C=C1 (4-(3-Hydroxymethylpiperidino)benzonitrile). As a reaction SMILES: F[C:2]1[CH:9]=[CH:8][C:5]([C:6]#[N:7])=[CH:4][CH:3]=1.[OH:10][CH2:11][CH:12]1[CH2:17][CH2:16][CH2:15][NH:14][CH2:13]1>>[OH:10][CH2:11][CH:12]1[CH2:17][CH2:16][CH2:15][N:14]([C:2]2[CH:9]=[CH:8][C:5]([C:6]#[N:7])=[CH:4][CH:3]=2)[CH2:13]1. Procedure: According to a similar manner to that in Reference Example 3, the title compound was synthesized from 4-fluorobenzonitrile and 3-hydroxymethylpiperidine.